The task is: describe an organic reaction: reactants, conditions, products, and yield. This data is from the Open Reaction Database (ORD), a public repository of structured organic reaction records. Reactants: monohydrate, CC(CC)(C)N1[C@@H](CC1)COC=1C=CC(=NC1)F (5-[1-(1,1-Dimethylpropyl)-(2S)-azetidinylmethoxy]-2-fluoropyridine), C1(=CC=C(C=C1)S(=O)(=O)O)C (p-toluenesulfonic acid). Reaction SMILES: [CH3:1][C:2]([N:6]1[CH2:9][CH2:8][C@H:7]1[CH2:10][O:11][C:12]1[CH:13]=[CH:14][C:15]([F:18])=[N:16][CH:17]=1)([CH3:5])[CH2:3][CH3:4].[C:19]1([CH3:29])[CH:24]=[CH:23][C:22]([S:25]([OH:28])(=[O:27])=[O:26])=[CH:21][CH:20]=1>CCO>[S:25]([C:22]1[CH:23]=[CH:24][C:19]([CH3:29])=[CH:20][CH:21]=1)([OH:28])(=[O:27])=[O:26].[CH3:5][C:2]([N:6]1[CH2:9][CH2:8][C@H:7]1[CH2:10][O:11][C:12]1[CH:13]=[CH:14][C:15]([F:18])=[N:16][CH:17]=1)([CH3:1])[CH2:3][CH3:4] |f:3.4|. Solvent: CCO (EtOH). Reaction conditions: time 2 hour. Procedure details: The free amine (84 mg, 0.33 mmol) from step 111c above was dissolved in EtOH (3 mL) and p-toluenesulfonic acid.monohydrate (63 mg, 0.33 mmol) was added. The solution was stirred for 2 hours, then the volatiles were removed under vacuum. The solid was triturated with Et2O then dried under high vacuum to afford 145 mg (95%) of the the title compound as a white solid: mp 84-86° C.; 1H NMR (D2O) δ0.95 (t, J=7.3 Hz, 3H), 1.31 (s, 3H), 1.37 (s, 3H), 1.68 (m, 2H), 2.40 (s, 3H), 2.54 (q, J=8.6 Hz, 1H), ... The product is S(=O)(=O)(O)C1=CC=C(C)C=C1.CC(CC)(C)N1[C@@H](CC1)COC=1C=CC(=NC1)F (5-[1-(1,1-Dimethylpropyl)-(2S)-azetidinylmethoxy]-2-fluoropyridine tosylate). Starting materials: CS(C)=O, [Cl-], O=[N+]([O-])c1cccs1, Nn1cnnc1, [NH4+]. Product: Nc1ccsc1[N+](=O)[O-]. RXN SMILES: [CH3:17][S:18]([CH3:19])=[O:20].[Cl-:15].[N+:1](=[O:2])([O-:3])[c:4]1[s:5][cH:6][cH:7][cH:8]1.[NH2:9][n:10]1[cH:11][n:12][n:13][cH:14]1.[NH4+:16]>>[N+:1](=[O:2])([O-:3])[c:4]1[s:5][cH:6][cH:7][c:8]1[NH2:9]. The reactants are BrC1=CC=2C(C3=CC=CC=C3C(C2C=C1)=O)=O (2-bromoanthraquinone), BrC1=CC=2C(C3=CC=CC=C3C(C2C=C1)=O)=O (2-bromoanthraquinone), 3-L, C1(CCCCC1)O (cyclohexanol), [Al](OC(C)CC)(OC(C)CC)OC(C)CC (Al(O-sec-Bu)3), [K+].[Br-] (KBr). Reaction conditions: temperature 155 celsius, time 48 hour. Product: BrC1=CC2=CC3=CC=CC=C3C=C2C=C1 (2-bromoanthracene). Isolated yield 71.0%. As a reaction SMILES: [Br:1][C:2]1[CH:15]=[CH:14][C:13]2[C:12](=O)[C:11]3[C:6](=[CH:7][CH:8]=[CH:9][CH:10]=3)[C:5](=O)[C:4]=2[CH:3]=1.C1(O)CCCCC1.[Al](OC(CC)C)(OC(CC)C)OC(CC)C.[K+].[Br-]>>[Br:1][C:2]1[CH:15]=[CH:14][C:13]2[C:4](=[CH:5][C:6]3[C:11]([CH:12]=2)=[CH:10][CH:9]=[CH:8][CH:7]=3)[CH:3]=1 |f:3.4|. Procedure details: 2-bromoanthraquinone (Formula XII, 35.2 g) was added to a 3-L, 3-necked flask fitted with a distillation head and receiver. The system was put under N2 and charged with cyclohexanol (1 L), and Al(O-sec-Bu)3 (375 mL). The mixture was heated until distillate began collecting in the receiver at a pot temperature of about 120° C. The distillation was continued until the pot temperature reached 162° C., and then cooled to 155° C. The reaction was stirred at 155° C. over 48 h, then cooled to 100° C. a... Starting materials: Clc1cc(OCc2ccccc2)ccc1CBr, CN1CCCC1=O, O=C(Nc1cc[nH]n1)c1c(F)cccc1F, Cc1cccc(C)n1. Product: O=C(Nc1ccn(Cc2ccc(OCc3ccccc3)cc2Cl)n1)c1c(F)cccc1F. Reaction SMILES: [Br:17][CH2:18][c:19]1[c:20]([Cl:33])[cH:21][c:22]([O:25][CH2:26][c:27]2[cH:28][cH:29][cH:30][cH:31][cH:32]2)[cH:23][cH:24]1.[CH3:42][N:43]1[CH2:44][CH2:45][CH2:46][C:47]1=[O:48].[F:1][c:2]1[c:3]([C:4](=[O:5])[NH:6][c:7]2[n:8][nH:9][cH:10][cH:11]2)[c:12]([F:16])[cH:13][cH:14][cH:15]1.[n:34]1[c:35]([CH3:36])[cH:37][cH:38][cH:39][c:40]1[CH3:41]>>[F:1][c:2]1[c:3]([C:4](=[O:5])[NH:6][c:7]2[n:8][n:9]([CH2:18][c:19]3[c:20]([Cl:33])[cH:21][c:22]([O:25][CH2:26][c:27]4[cH:28][cH:29][cH:30][cH:31][cH:32]4)[cH:23][cH:24]3)[cH:10][cH:11]2)[c:12]([F:16])[cH:13][cH:14][cH:15]1. The reactants are O=C([O-])[O-], CCOC(=O)C(C)(C)Oc1ccc(O)cc1, Cc1ccc(S(=O)(=O)OCCc2nc(-c3ccccc3)oc2C)cc1, [Cs+], [Cs+], CN(C)C=O. The product is CCOC(=O)C(C)(C)Oc1ccc(OCCc2nc(-c3ccccc3)oc2C)cc1. RXN SMILES: [C:42](=[O:43])([O-:44])[O-:45].[CH2:26]([CH3:27])[O:28][C:29]([C:30]([CH3:31])([CH3:32])[O:33][c:34]1[cH:35][cH:36][c:37]([OH:40])[cH:38][cH:39]1)=[O:41].[CH3:1][c:2]1[c:3]([CH2:13][CH2:14][O:15][S:16]([c:17]2[cH:18][cH:19][c:20]([CH3:21])[cH:22][cH:23]2)(=[O:24])=[O:25])[n:4][c:5](-[c:7]2[cH:8][cH:9][cH:10][cH:11][cH:12]2)[o:6]1.[Cs+:46].[Cs+:47].[O:48]=[CH:49][N:50]([CH3:51])[CH3:52]>>[CH3:1][c:2]1[c:3]([CH2:13][CH2:14][O:15][c:37]2[cH:36][cH:35][c:34]([O:33][C:30]([C:29]([O:28][CH2:26][CH3:27])=[O:41])([CH3:31])[CH3:32])[cH:39][cH:38]2)[n:4][c:5](-[c:7]2[cH:8][cH:9][cH:10][cH:11][cH:12]2)[o:6]1. Reactants: CC(C)(C)C(=O)Oc1cccc2ccccc12 (substrate), Cc1ccccc1B(O)O (effective_coupling_partner). Reagents/catalysts: PCy3. Run at temperature 130 celsius, time 24 hour. Product: Cc1ccccc1c2cccc3ccccc23. Reactants: BrC(C(=O)C=1C=CC2=C(NC(O2)=O)C1)C (5-(2-bromopropionyl)-2-benzoxazolinone), NC1=NC=CC=C1 (2-aminopyridine). Yields the product CC1=C(N=C2N1C=CC=C2)C=2C=CC1=C(NC(O1)=O)C2 (5-(3-Methylimidazo[1,2-a]pyridin-2-yl)-2-benzoxazolinone). Yield: 33.9%. Reaction SMILES: Br[CH:2]([CH3:15])[C:3]([C:5]1[CH:6]=[CH:7][C:8]2[O:12][C:11](=[O:13])[NH:10][C:9]=2[CH:14]=1)=O.[NH2:16][C:17]1[CH:22]=[CH:21][CH:20]=[CH:19][N:18]=1>>[CH3:15][C:2]1[N:18]2[CH:19]=[CH:20][CH:21]=[CH:22][C:17]2=[N:16][C:3]=1[C:5]1[CH:6]=[CH:7][C:8]2[O:12][C:11](=[O:13])[NH:10][C:9]=2[CH:14]=1. Reported procedure: 5-(3-Methylimidazo[1,2-a]pyridin-2-yl)-2-benzoxazolinone (0.9 g) was prepared in substantially the same manner as that of Example 30 from 5-(2-bromopropionyl)-2-benzoxazolinone (2.7 g) and 2-aminopyridine (2.8 g). mp. 296°-298° C. (dec.).